From a dataset of the Open Reaction Database (ORD), a public repository of structured organic reaction records. describe an organic reaction: reactants, conditions, products, and yield Starting materials: S(=O)(Cl)Cl (thionyl chloride), S(=O)=O (sulphur dioxide), N1=CC=CC=C1 (pyridine), FC1=CC=C(C=C1)C1C(CNC(C1)=O)CCC(=O)O (4-(4-fluorophenyl)-3-carboxyethylpiperidin-6-one), [OH-].[Na+] (sodium hydroxide), C1OC2=C(O1)C=C(C=C2)O (sesamol). The solvent is C(Cl)(Cl)Cl (chloroform), C(C)O (ethanol), C(C)O (ethanol). Conditions: temperature 60 celsius, time 2 day. Yields the product FC1=CC=C(C=C1)C1C(CNC(C1)=O)C(=O)OC1=CC2=C(C=C1)OCO2 (4-(4-Fluorophenyl)-3-[(3,4-methylenedioxyphenyl)oxycarbonyl]-piperidine-6-one). Isolated yield 51.2%. RXN SMILES: [F:1][C:2]1[CH:7]=[CH:6][C:5]([CH:8]2[CH2:13][C:12](=[O:14])[NH:11][CH2:10][CH:9]2[CH2:15]CC(O)=O)=[CH:4][CH:3]=1.[OH-:20].[Na+].S(Cl)(Cl)=O.S(=O)=O.N1C=CC=CC=1.[CH2:35]1[O:39][C:38]2[CH:40]=[C:41]([OH:44])[CH:42]=[CH:43][C:37]=2[O:36]1>C(O)C.C(Cl)(Cl)Cl>[F:1][C:2]1[CH:3]=[CH:4][C:5]([CH:8]2[CH2:13][C:12](=[O:14])[NH:11][CH2:10][CH:9]2[C:15]([O:44][C:41]2[CH:42]=[CH:43][C:37]3[O:36][CH2:35][O:39][C:38]=3[CH:40]=2)=[O:20])=[CH:6][CH:7]=1 |f:1.2|. Procedure: A solution of 4-(4-fluorophenyl)-3-carboxyethylpiperidin-6-one (0.5 g, 1.88 mmol, trans/cis ratio 56:44) in ethanol (10 ml) was added to a solution of sodium hydroxide (0.08 g, 2 mmol) in 95% ethanol (5 ml) and the mixture heated for 4 hours at 60° C. The solvent was removed at reduced pressure and the residue of water removed by distillation with toluene. The residue was suspended in dichloromethane (5 ml), treated with a solution of thionyl chloride (0.24 g, 2 mmol), and the mixture was brough... Reactants: CCOC(=O)Nc1ccc(-c2cnc(CSCCOc3ccccc3)o2)cc1, NCCCN1CCCC1. The product is O=C(NCCCN1CCCC1)Nc1ccc(-c2cnc(CSCCOc3ccccc3)o2)cc1. Reaction SMILES: [CH2:1]([O:3][C:4](=[O:2])[NH:5][c:6]1[cH:7][cH:8][c:9](-[c:12]2[cH:13][n:14][c:15]([CH2:17][S:18][CH2:19][CH2:20][O:21][c:22]3[cH:23][cH:24][cH:25][cH:26][cH:27]3)[o:16]2)[cH:10][cH:11]1)[CH3:28].[NH2:29][CH2:30][CH2:31][CH2:32][N:33]1[CH2:34][CH2:35][CH2:36][CH2:37]1>>[O:3]=[C:4]([NH:5][c:6]1[cH:7][cH:8][c:9](-[c:12]2[cH:13][n:14][c:15]([CH2:17][S:18][CH2:19][CH2:20][O:21][c:22]3[cH:23][cH:24][cH:25][cH:26][cH:27]3)[o:16]2)[cH:10][cH:11]1)[NH:29][CH2:30][CH2:31][CH2:32][N:33]1[CH2:34][CH2:35][CH2:36][CH2:37]1.